Dataset: the Open Reaction Database (ORD), a public repository of structured organic reaction records. Task: describe an organic reaction: reactants, conditions, products, and yield Starting materials: C(C)N(CCC(=O)C1=CC=C(C=C1)F)CC (3-(Diethylamino)-1-[4-fluorophenyl]-1-propanone), C(C#C)N (propargylamine), C([O-])([O-])=O.[K+].[K+] (potassium carbonate), [F-].[K+] (potassium fluoride). The solvent is O (water), CS(=O)C (dimethylsulfoxide). Yields the product crude material, C(C)N(CCC(=O)C1=CC=C(C=C1)NCC#C)CC (3-(Diethylamino)-1-[4-(2-propynylamino)phenyl]-1 -propanone). As a reaction SMILES: [CH2:1]([N:3]([CH2:15][CH3:16])[CH2:4][CH2:5][C:6]([C:8]1[CH:13]=[CH:12][C:11](F)=[CH:10][CH:9]=1)=[O:7])[CH3:2].[CH2:17]([NH2:20])[C:18]#[CH:19].C(=O)([O-])[O-].[K+].[K+].[F-].[K+]>CS(C)=O.O>[CH2:1]([N:3]([CH2:15][CH3:16])[CH2:4][CH2:5][C:6]([C:8]1[CH:13]=[CH:12][C:11]([NH:20][CH2:17][C:18]#[CH:19])=[CH:10][CH:9]=1)=[O:7])[CH3:2] |f:2.3.4,5.6|. Procedure details: 3-(Diethylamino)-1-[4-fluorophenyl]-1-propanone (Pharmazie, 35, H.7 (1980)), 5 g (0.022 mol), is treated with a mixture of propargylamine, 2.47 g (0.045 mol), potassium carbonate, 3.09 g, and potassium fluoride, 1.3 g (0.022 mol), in dimethylsulfoxide between 50° and 100° C. until TLC shows formation of the aminated product is complete. The reaction is poured into water and the solid is collected. Chromatography of the crude material over silica gel affords the desired product. Reactants: CO (methanol), F[C@@]12[C@]3(C=CC(C=C3CC[C@H]1[C@@H]1C[C@H]([C@H](C(CO)=O)[C@]1(C[C@@H]2O)C)C)=O)C (9α-fluoro-11β,21-dihydroxy-16α-methyl-1.4-pregnadiene-3,20-dione), CO (methanol). Reagents/catalysts: C(C)(=O)[O-].[Cu+2].C(C)(=O)[O-] (copper(II) acetate). Run in C(Cl)Cl (methylene chloride). Reaction conditions: time 15 minute. Yields the product methyl ester, F[C@@]12[C@]3(C=CC(C=C3CC[C@H]1[C@@H]1C[C@H]([C@H](C(C(=O)O)=O)[C@]1(C[C@@H]2O)C)C)=O)C (9α-fluoro-11β-hydroxy-3,20-dioxo-16α-methyl-1,4-pregnadiene-21-oic acid). RXN SMILES: [F:1][C@:2]12[C@@H:22]([OH:23])[CH2:21][C@@:20]3([CH3:24])[C@@H:12]([CH2:13][C@@H:14]([CH3:25])[C@@H:15]3[C:16](=[O:19])[CH2:17][OH:18])[C@@H:11]1[CH2:10][CH2:9][C:8]1[C@:3]2([CH3:27])[CH:4]=[CH:5][C:6](=[O:26])[CH:7]=1.C[OH:29]>C([O-])(=O)C.[Cu+2].C([O-])(=O)C.C(Cl)Cl>[F:1][C@:2]12[C@@H:22]([OH:23])[CH2:21][C@@:20]3([CH3:24])[C@@H:12]([CH2:13][C@@H:14]([CH3:25])[C@@H:15]3[C:16](=[O:19])[C:17]([OH:29])=[O:18])[C@@H:11]1[CH2:10][CH2:9][C:8]1[C@:3]2([CH3:27])[CH:4]=[CH:5][C:6](=[O:26])[CH:7]=1 |f:2.3.4|. Procedure: One gram of 9α-fluoro-11β,21-dihydroxy-16α-methyl-1.4-pregnadiene-3,20-dione is dissolved in 125 ml. of methanol and combined with a solution of 250 mg. of copper(II) acetate in 125 ml. of methanol. The mixture is stirred for 15 minutes at room temperature while passing air therethrough, and then is combined with methylene chloride, washed with 5% ammonium chloride solution and water, and concentrated under vacuum. The thus-obtained product is dissolved in 50 ml. of methanol. The solution is mix... Starting materials: FC=1C=C(C=CC1F)[C@H]1N(C(OC1)=O)C(=O)OC1=CC=C(C=C1)[N+](=O)[O-] (4-Nitrophenyl (4R)-4-(3,4-difluorophenyl)-2-oxo-1,3-oxazolidine-3-carboxylate), NCCCN1CCC(CC1)C=1C=C(C=CC1)NC(C(C)C)=O (N-{3-[1-(3-aminopropyl)-4-piperidinyl]phenyl}-2-methylpropanamide), C(=O)([O-])[O-].[K+].[K+] (K2CO3), C(Cl)Cl (CH2Cl2). Solvent: CO (methanol). Reaction conditions: time 8 hour. The product is C(C(C)C)(=O)NC=1C=CC(=C(C1)C1CCN(CC1)C(=O)OC(C)(C)C)C (TERT-BUTYL 4-[5-(ISOBUTYRYLAMINO)-2-METHYLPHENYL]-1-PIPERIDINECARBOXYLATE). Isolated yield 10.6%. Reaction SMILES: FC1[CH:3]=[C:4]([C@@H:9]2COC(=O)N2C(OC2C=CC([N+]([O-])=O)=CC=2)=O)[CH:5]=CC=1F.NCCC[N:31]1[CH2:36][CH2:35][CH:34]([C:37]2[CH:38]=[C:39]([NH:43][C:44](=[O:48])[CH:45]([CH3:47])[CH3:46])[CH:40]=[CH:41][CH:42]=2)[CH2:33][CH2:32]1.[C:49]([O-:52])([O-])=[O:50].[K+].[K+].[CH2:55](Cl)Cl>CO>[C:44]([NH:43][C:39]1[CH:40]=[CH:41][C:42]([CH3:55])=[C:37]([CH:34]2[CH2:33][CH2:32][N:31]([C:49]([O:52][C:4]([CH3:9])([CH3:5])[CH3:3])=[O:50])[CH2:36][CH2:35]2)[CH:38]=1)(=[O:48])[CH:45]([CH3:46])[CH3:47] |f:2.3.4|. Procedure: 4-Nitrophenyl (4R)-4-(3,4-difluorophenyl)-2-oxo-1,3-oxazolidine-3-carboxylate (169 mg, 0.465 mmol), N-{3-[1-(3-aminopropyl)-4-piperidinyl]phenyl}-2-methylpropanamide (141 mg, 0.465 mmol), K2CO3 (0.193 g, 1.39 mmol), CH2Cl2 (10 mL), and methanol (0.1 mL) were combined in a flask. The mixture was stirred overnight at room temperature, the solvent was removed in vacuo, and the residue was purified by chromatography [2.5% of NH3 (2.0 M in methanol) in CH2Cl2] to afford the desired product (26.1 mg, ... Starting materials: C1CCOC1, CC(=O)Nc1ccc2ccc(S(=O)(=O)Cl)cc2c1, Nc1ccc(Cl)c(C(=O)O)c1, c1ccncc1. Product: CC(=O)Nc1ccc2ccc(S(=O)(=O)Nc3ccc(Cl)c(C(=O)O)c3)cc2c1. RXN SMILES: [CH2:30]1[O:31][CH2:32][CH2:33][CH2:34]1.[Cl:12][S:13](=[O:14])(=[O:15])[c:16]1[cH:17][cH:18][c:19]2[cH:20][cH:21][c:22]([NH:26][C:27]([CH3:28])=[O:29])[cH:23][c:24]2[cH:25]1.[NH2:1][c:2]1[cH:3][cH:4][c:5]([Cl:11])[c:6]([C:7](=[O:8])[OH:9])[cH:10]1.[cH:35]1[cH:36][cH:37][n:38][cH:39][cH:40]1>>[NH:1]([c:2]1[cH:3][cH:4][c:5]([Cl:11])[c:6]([C:7](=[O:8])[OH:9])[cH:10]1)[S:13](=[O:14])(=[O:15])[c:16]1[cH:17][cH:18][c:19]2[cH:20][cH:21][c:22]([NH:26][C:27]([CH3:28])=[O:29])[cH:23][c:24]2[cH:25]1. Reactants: O (Water), C(=O)(OC(C)(C)C)NC1(CC1)C(=C)C1C(CCC1(C)C)(C)C (N-Boc-1-amino-1-(2,2,5,5-tetramethyl-1-cyclopentyl)ethenylcyclopropane), [OH-].[K+] (KOH). Solvent: FC(C(=O)O)(F)F (trifluoroacetic acid). Run at time 8 hour. Product: NC1(CC1)C(=C)C1C(CCC1(C)C)(C)C (1-amino-1-(2,2,5,5-tetramethyl-1-cyclopentyl)ethenylcyclopropane). Reaction SMILES: C([NH:8][C:9]1([C:12]([CH:14]2[C:18]([CH3:20])([CH3:19])[CH2:17][CH2:16][C:15]2([CH3:22])[CH3:21])=[CH2:13])[CH2:11][CH2:10]1)(OC(C)(C)C)=O.O.[OH-].[K+]>FC(F)(F)C(O)=O>[NH2:8][C:9]1([C:12]([CH:14]2[C:18]([CH3:20])([CH3:19])[CH2:17][CH2:16][C:15]2([CH3:22])[CH3:21])=[CH2:13])[CH2:11][CH2:10]1 |f:2.3|. Procedure: N-Boc-1-amino-1-(2,2,5,5-tetramethyl-1-cyclopentyl)ethenylcyclopropane is dissolved in trifluoroacetic acid and the solution is stirred overnight. Water is added and the mixture is made basic with 20% KOH. The mixture is extracted with ether, and the organic layer is dried over Na2SO4 and is evaporated to yield 1-amino-1-(2,2,5,5-tetramethyl-1-cyclopentyl)ethenylcyclopropane. Starting materials: FC(C(=O)OC(C(F)(F)F)=O)(F)F (trifluoroacetic anhydride), C1=C2C=C3N(C2=CC=C1)CCC(C3)C(=O)N (6,7,8,9-tetrahydropyrido[1,2-a]indole-8-carboxamide), N1=CC=CC=C1 (pyridine). Run in O1CCOCC1 (dioxane). The product is C1=C2C=C3N(C2=CC=C1)CCC(C3)C#N (6,7,8,9-tetrahydropyrido[1,2-a]indole-8(RS)-carbonitrile). Yield: 53.9%. As a reaction SMILES: FC(F)(F)C(OC(=O)C(F)(F)F)=O.[CH:14]1[CH:22]=[CH:21][CH:20]=[C:19]2[C:15]=1[CH:16]=[C:17]1[CH2:26][CH:25]([C:27]([NH2:29])=O)[CH2:24][CH2:23][N:18]12.N1C=CC=CC=1>O1CCOCC1>[CH:14]1[CH:22]=[CH:21][CH:20]=[C:19]2[C:15]=1[CH:16]=[C:17]1[CH2:26][CH:25]([C:27]#[N:29])[CH2:24][CH2:23][N:18]12. Procedure: 25.7 g (126 mmol) of trifluoroacetic anhydride were added dropwise to a stirred suspension of 26.5 g (123 mmol) of 6,7,8,9-tetrahydropyrido[1,2-a]indole-8-carboxamide and 23.4 g (300 mmol) of pyridine in 500 ml of dry dioxane at 10° C. After completion of the addition, the solvent was removed under reduced pressure and the residue was crystallized from methanol to give 13 g of 6,7,8,9-tetrahydropyrido[1,2-a]indole-8(RS)-carbonitrile, as a light tan solid of melting point 106°-109° C. RXN SMILES: [C:1]([C:4]1[CH:12]=[CH:11][C:7]([C:8]([OH:10])=[O:9])=[CH:6][CH:5]=1)(=[O:3])[CH3:2].[CH3:13][O:14][C:15]1[CH:22]=[C:21]([O:23][CH3:24])[C:20]([C:25]2[N:26]([CH3:34])[C:27]3[C:32]([CH:33]=2)=[CH:31][CH:30]=[CH:29][CH:28]=3)=[CH:19][C:16]=1[CH:17]=O>>[CH3:13][O:14][C:15]1[CH:22]=[C:21]([O:23][CH3:24])[C:20]([C:25]2[N:26]([CH3:34])[C:27]3[C:32]([CH:33]=2)=[CH:31][CH:30]=[CH:29][CH:28]=3)=[CH:19][C:16]=1/[CH:17]=[CH:2]/[C:1]([C:4]1[CH:12]=[CH:11][C:7]([C:8]([OH:10])=[O:9])=[CH:6][CH:5]=1)=[O:3]. The reactants are C(C)(=O)C1=CC=C(C(=O)O)C=C1 (4-acetylbenzoic acid), COC1=C(C=O)C=C(C(=C1)OC)C=1N(C2=CC=CC=C2C1)C (2,4-dimethoxy-5-(1-methyl-1H-indol-2-yl)-benzaldehyde). Yield: 87.0%. The product is COC1=C(C=C(C(=C1)OC)C=1N(C2=CC=CC=C2C1)C)/C=C/C(=O)C1=CC=C(C(=O)O)C=C1 (4-{3E-[2,4-Dimethoxy-5-(1-methyl-1H-indol-2-yl)-phenyl]-acryloyl}-benzoic acid). Procedure details: The title compound was prepared by condensing 4-acetylbenzoic acid and 2,4-dimethoxy-5-(1-methyl-1H-indol-2-yl)-benzaldehyde (Ex-116A) in a similar manner as described in Ex-3. Yellow solid, 87% yield, mp 157–160° C. 1H-NMR (DMSO-d6) δ 8.17 (d, J=8 Hz, 2H), 8.08 (d, J=15 Hz, 1H), 7.99–9.02 (m 3H), 7.83 (d, J=15 Hz, 1H), 7.52 (d, J=8 Hz, 1H), 7.42 (d, J=8 Hz, 1H), 7.10–7.15 (m, 1H), 6.99–7.04 (m, 1H), 6.85 (s, 1H), 6.42 (s, 1H), 4.01 (s, 3H), 3.88 (s, 3H), 3.50 (s, 3H). MS m/z=442 ([M+H]+, 100%).... The solvent is CO (MeOH). Reagents/catalysts: [Zn] (Zn), [NH4+].[Cl-] (NH4Cl), [Zn] (Zn), [NH4+].[Cl-] (NH4Cl), [Zn] (Zn). Isolated yield 94.3%. RXN SMILES: [NH2:1][C:2]1[S:6][N:5]=[C:4]([C:7]2[CH:12]=[CH:11][C:10]([N+:13]([O-])=O)=[CH:9][CH:8]=2)[C:3]=1[C:16]([NH2:18])=[O:17].[NH4+].[Cl-]>[NH4+].[Cl-].CO.[Zn]>[NH2:1][C:2]1[S:6][N:5]=[C:4]([C:7]2[CH:8]=[CH:9][C:10]([NH2:13])=[CH:11][CH:12]=2)[C:3]=1[C:16]([NH2:18])=[O:17] |f:1.2,3.4|. Product: NC1=C(C(=NS1)C1=CC=C(C=C1)N)C(=O)N (5-Amino-3-(4-aminophenyl)isothiazole-4-carboxamide). The reactants are [NH4+].[Cl-] (NH4Cl), NC1=C(C(=NS1)C1=CC=C(C=C1)[N+](=O)[O-])C(=O)N (5-amino-3-(4-nitrophenyl)isothiazole-4-carboxamide). Reported procedure: A mixture of 5-amino-3-(4-nitrophenyl)isothiazole-4-carboxamide (63 mg, 0.24 mmol), 12 drops saturated aqueous NH4Cl, and catalytic Zn powder in 4 mL MeOH was rapidly stirred at rt. After 1.5 hours additional saturated aqueous NH4Cl (6 drops) and catalytic Zn powder was added and the reaction heated at 55° C. Then additional solid NH4Cl and catalytic Zn powder was added to push the reaction to completion. At 4 hours the reaction was filtered using Celite and the solids rinsed with MeOH and EtOAc... Starting materials: Cl.C(C)(OCC)=N (ethyl acetoimidate hydrochloride), OC1CCNCC1 (4-hydroxy-piperidine). Solvent: C(C)O (ethanol). Conditions: time 6 hour. The product is Cl.N=C(C)N1CCC(CC1)O (1-(1'-Iminoethyl)-4-hydroxypiperidine hydrochloride). RXN SMILES: [ClH:1].[C:2](=[NH:7])(OCC)[CH3:3].[OH:8][CH:9]1[CH2:14][CH2:13][NH:12][CH2:11][CH2:10]1>C(O)C>[ClH:1].[NH:7]=[C:2]([N:12]1[CH2:13][CH2:14][CH:9]([OH:8])[CH2:10][CH2:11]1)[CH3:3] |f:0.1,4.5|. Procedure details: 1.46 g of ethyl acetoimidate hydrochloride was added to a solution of 4-hydroxy-piperidine (1.0 g) in 10 ml of absolute ethanol. The resulting mixture was stirred at room temperature for 6 hours and then allowed to stand for 7 days. After concentration to dryness the obtained oil spontaneously solidified. After crystallization from acetone 0.7 g of the desired product were obtained. Starting materials: ClCCNC(=O)NC1CCN(CC1)S(=O)(=O)C1=C(C=CC(=C1)C#N)OC1=CC(=CC(=C1)Cl)Cl (1-(2-chloroethyl)-3-(1-(5-cyano-2-(3,5-dichlorophenoxy)-phenylsulfonyl)piperidin-4-yl)urea), C([O-])([O-])=O.[K+].[K+] (potassium carbonate), N1CCOCC1 (morpholine). Run in C(C)#N (acetonitrile), CC(=O)C (acetone). Conditions: time 3 hour. The product is C(#N)C=1C=CC(=C(C1)S(=O)(=O)N1CCC(CC1)NC(=O)NCCN1CCOCC1)OC1=CC(=CC(=C1)Cl)Cl (1-(1-(5-cyano-2-(3,5-dichlorophenoxy)phenylsulfonyl)piperidin-4-yl)-3-(2-morpholinoethyl)urea). The yield is 65.5%. RXN SMILES: Cl[CH2:2][CH2:3][NH:4][C:5]([NH:7][CH:8]1[CH2:13][CH2:12][N:11]([S:14]([C:17]2[CH:22]=[C:21]([C:23]#[N:24])[CH:20]=[CH:19][C:18]=2[O:25][C:26]2[CH:31]=[C:30]([Cl:32])[CH:29]=[C:28]([Cl:33])[CH:27]=2)(=[O:16])=[O:15])[CH2:10][CH2:9]1)=[O:6].C(=O)([O-])[O-].[K+].[K+].[NH:40]1[CH2:45][CH2:44][O:43][CH2:42][CH2:41]1>C(#N)C.CC(C)=O>[C:23]([C:21]1[CH:20]=[CH:19][C:18]([O:25][C:26]2[CH:27]=[C:28]([Cl:33])[CH:29]=[C:30]([Cl:32])[CH:31]=2)=[C:17]([S:14]([N:11]2[CH2:10][CH2:9][CH:8]([NH:7][C:5]([NH:4][CH2:3][CH2:2][N:40]3[CH2:45][CH2:44][O:43][CH2:42][CH2:41]3)=[O:6])[CH2:13][CH2:12]2)(=[O:15])=[O:16])[CH:22]=1)#[N:24] |f:1.2.3|. Procedure details: 1-(2-chloroethyl)-3-(1-(5-cyano-2-(3,5-dichlorophenoxy)-phenylsulfonyl)piperidin-4-yl)urea (838 mg), potassium carbonate (655 mg, 3.0 eq.) and morpholine (413 mg, 3.0 eq.) were dissolved in acetonitrile (25 mL) and heated to reflux. After three hours, the reaction was complete (confirmed by HPLC). The mixture was then concentrated in vacuo, the solid triturated with dichlormethane and isopropyl ether to obtain a white powder. The powder was suspended in hot acetone, cooled in an ice bath, filter...